The task is: describe an organic reaction: reactants, conditions, products, and yield. This data is from the Open Reaction Database (ORD), a public repository of structured organic reaction records. The reactants are OCC=Cc1ncnn1C(c1ccccc1)(c1ccccc1)c1ccccc1, C, ClCCl, [Pd]. Yields the product OCCCc1ncnn1C(c1ccccc1)(c1ccccc1)c1ccccc1. Reaction SMILES: [C:1]([c:2]1[cH:3][cH:4][cH:5][cH:6][cH:7]1)([c:8]1[cH:9][cH:10][cH:11][cH:12][cH:13]1)([c:14]1[cH:15][cH:16][cH:17][cH:18][cH:19]1)[n:20]1[n:21][cH:22][n:23][c:24]1[CH:25]=[CH:26][CH2:27][OH:28].[C:32].[Cl:29][CH2:30][Cl:31].[Pd:33]>>[C:1]([c:2]1[cH:3][cH:4][cH:5][cH:6][cH:7]1)([c:8]1[cH:9][cH:10][cH:11][cH:12][cH:13]1)([c:14]1[cH:15][cH:16][cH:17][cH:18][cH:19]1)[n:20]1[n:21][cH:22][n:23][c:24]1[CH2:25][CH2:26][CH2:27][OH:28]. Reactants: [OH-].[Na+] (NaOH), N1=CC=CC=C1 (pyridine), C(C)(=O)Cl (acetyl chloride), NC1=C(C=C2C3=C(C(CCC3(CC2=C1Cl)CCCC)=O)Br)F (7-amino-4-bromo-9a-butyl-8-chloro-6-fluoro-1,2,9,9a-tetrahydro-3H-fluoren-3-one). The reagents and catalysts are C(C)(=O)Cl (acetyl chloride), N1=CC=CC=C1 (pyridine). Run in CCO (EtOH), C(Cl)Cl (CH2Cl2). The product is C(C)(=O)NC1=C(C=C2C3=C(C(CCC3(CC2=C1Cl)CCCC)=O)Br)F (7-(acetylamino)-4-bromo-9a-butyl-8-chloro-6-fluoro-1,2,9,9a-tetrahydro-3H-fluoren-3-one). The yield is 97.5%. Reaction SMILES: [NH2:1][C:2]1[C:14]([Cl:15])=[C:13]2[C:5]([C:6]3[C:11]([CH2:16][CH2:17][CH2:18][CH3:19])([CH2:12]2)[CH2:10][CH2:9][C:8](=[O:20])[C:7]=3[Br:21])=[CH:4][C:3]=1[F:22].N1C=CC=CC=1.[C:29](Cl)(=[O:31])[CH3:30].[OH-].[Na+]>C(Cl)Cl.N1C=CC=CC=1.C(Cl)(=O)C.CCO>[C:29]([NH:1][C:2]1[C:14]([Cl:15])=[C:13]2[C:5]([C:6]3[C:11]([CH2:16][CH2:17][CH2:18][CH3:19])([CH2:12]2)[CH2:10][CH2:9][C:8](=[O:20])[C:7]=3[Br:21])=[CH:4][C:3]=1[F:22])(=[O:31])[CH3:30] |f:3.4|. Procedure details: A partial solution of 7-amino-4-bromo-9a-butyl-8-chloro-6-fluoro-1,2,9,9a-tetrahydro-3H-fluoren-3-one (0.940 g, 2.44 mmol) in CH2Cl2 (7.5 mL) was cooled in an ice bath and treated successively with pyridine (0.202 mL, 2.5 mmol) and acetyl chloride (0.178 mL, 2.5 mmol). The reaction mixture was placed under a N2 atmosphere and stirred at room temperature. Additional pyridine (0.01 mL, 0.12 mmol and 0.039 mL, 0.48 mmol) was added after 4 and 5 hours, respectively; and additional acetyl chloride (0... The reactants are CC(=O)C (acetone), cellulose, [OH-].[Ca+2].[OH-] (calcium hydroxide). Solvent: C(C)(=O)O (acetic acid), C(C)(=O)O (acetic acid). Product: C(C)(=O)[O-].[Ca+2].C(C)(=O)[O-] (calcium acetate). As a reaction SMILES: C[C:2]([CH3:4])=[O:3].[OH-:5].[Ca+2:6].[OH-]>C(O)(=O)C>[C:2]([O-:5])(=[O:3])[CH3:4].[Ca+2:6].[C:2]([O-:5])(=[O:3])[CH3:4] |f:1.2.3,5.6.7|. Procedure details: Furthermore, acetone can be synthesized by pyrolyzing cellulose in a wood material to give acetic acid, neutralizing the acetic acid with calcium hydroxide to give calcium acetate, and then pyrolyzing the calcium acetate. Since acetic acid is generated by oxidation of ethanol during the fermentation in the synthesis of bioethanol, the acetic acid can be utilized to synthesize acetone through the same process as above. The reactants are O=C([O-])O, CCCC(C)C, CCOC(C)=O, CCOCC, CC1COCCN1c1cc(CS(=O)(=O)C2CCCC2)nc(-c2ccc(N)cc2)n1, O=C(Cl)Oc1ccccc1, [Na+], C1COCCO1. The product is CC1COCCN1c1cc(CS(=O)(=O)C2CCCC2)nc(-c2ccc(NC(=O)Oc3ccccc3)cc2)n1. RXN SMILES: [C:40](=[O:41])([O-:42])[OH:43].[CH3:45][CH2:46][CH2:47][CH:48]([CH3:49])[CH3:50].[CH3:57][CH2:58][O:59][C:60](=[O:61])[CH3:62].[CH3:63][CH2:64][O:65][CH2:66][CH3:67].[CH:11]1([S:16](=[O:17])(=[O:18])[CH2:19][c:20]2[n:21][c:22](-[c:33]3[cH:34][cH:35][c:36]([NH2:37])[cH:38][cH:39]3)[n:23][c:24]([N:26]3[CH:27]([CH3:32])[CH2:28][O:29][CH2:30][CH2:31]3)[cH:25]2)[CH2:12][CH2:13][CH2:14][CH2:15]1.[Cl:1][C:2](=[O:3])[O:4][c:5]1[cH:6][cH:7][cH:8][cH:9][cH:10]1.[Na+:44].[O:51]1[CH2:52][CH2:53][O:54][CH2:55][CH2:56]1>>[C:2](=[O:3])([O:4][c:5]1[cH:6][cH:7][cH:8][cH:9][cH:10]1)[NH:37][c:36]1[cH:35][cH:34][c:33](-[c:22]2[n:21][c:20]([CH2:19][S:16]([CH:11]3[CH2:12][CH2:13][CH2:14][CH2:15]3)(=[O:17])=[O:18])[cH:25][c:24]([N:26]3[CH:27]([CH3:32])[CH2:28][O:29][CH2:30][CH2:31]3)[n:23]2)[cH:39][cH:38]1. Starting materials: CC1(C)C(C=C(Br)Br)C1C(=O)O, Cc1ccccc1, O=C(Cl)C(=O)Cl. Product: CC1(C)C(C=C(Br)Br)C1C(=O)Cl. As a reaction SMILES: [Br:1][C:2](=[CH:3][CH:4]1[C:5]([CH3:10])([CH3:11])[CH:6]1[C:7](=[O:8])[OH:9])[Br:12].[CH3:19][c:20]1[cH:21][cH:22][cH:23][cH:24][cH:25]1.[Cl:13][C:14]([C:15]([Cl:16])=[O:17])=[O:18]>>[Br:1][C:2](=[CH:3][CH:4]1[C:5]([CH3:10])([CH3:11])[CH:6]1[C:7](=[O:8])[Cl:13])[Br:12]. Starting materials: Cl.C(C)OC(=O)N1CCC2=C(C=3C(=CCC3C(=C2)I)C=2C=NC=CC2)CC1 (4-Iodo-1-pyridin-3-yl-6,7,9,10-tetrahydro-3H-8-aza-cyclohepta[e]indene-8-carboxylic acid ethyl ester hydrochloride), [H][H] (hydrogen). The reagents and catalysts are [OH-].[OH-].[Pd+2] (Pd(OH)2). The solvent is CCO (EtOH). Yields the product C(C)OC(=O)N1CCC2=C(C=3C(CCC3C=C2)C=2C=NC=CC2)CC1 (1-Pyridin-3-yl-1,3,6,7,9,10-hexahydro-2H-8-aza-cyclohepta[e]indene-8-carboxylic acid ethyl ester). The yield is 54.8%. Reaction SMILES: Cl.[CH2:2]([O:4][C:5]([N:7]1[CH2:27][CH2:26][C:11]2[C:12]3[C:13]([C:20]4[CH:21]=[N:22][CH:23]=[CH:24][CH:25]=4)=[CH:14][CH2:15][C:16]=3[C:17](I)=[CH:18][C:10]=2[CH2:9][CH2:8]1)=[O:6])[CH3:3].[H][H]>CCO.[OH-].[OH-].[Pd+2]>[CH2:2]([O:4][C:5]([N:7]1[CH2:27][CH2:26][C:11]2[C:12]3[CH:13]([C:20]4[CH:21]=[N:22][CH:23]=[CH:24][CH:25]=4)[CH2:14][CH2:15][C:16]=3[CH:17]=[CH:18][C:10]=2[CH2:9][CH2:8]1)=[O:6])[CH3:3] |f:0.1,4.5.6|. Procedure details: Into a 500 ml Parr hydrogenation bottle, the product from step (b) (0.38 mmol) dissolved in EtOH (50 ml) was added. To the argon purged bottle, 100 mg of 20% Pd(OH)2 was placed. The bottle was shaken over hydrogen (50 psi) for 6 h. The reaction mixture was filtered through celite and solvent evaporated in vacuo. The residue was dissolved in DCM and washed with saturated aqueous Na2CO3. The DCM layer was dried over Na2SO4 and solvent was evaporated in vacuo to give the crude product that was puri... Starting materials: CC(Cc1cccc(CCNC(=O)OC(C)(C)C)c1)NC(C)c1ccccc1, CCO, O=C[O-], [NH4+], [OH-], [OH-], [Pd+2]. As a reaction SMILES: [C:1]([CH3:2])([CH3:3])([CH3:4])[O:5][C:6]([NH:7][CH2:8][CH2:9][c:10]1[cH:11][c:12]([CH2:16][CH:17]([CH3:18])[NH:19][CH:20]([c:21]2[cH:22][cH:23][cH:24][cH:25][cH:26]2)[CH3:27])[cH:13][cH:14][cH:15]1)=[O:28].[CH3:33][CH2:34][OH:35].[CH:29]([O-:30])=[O:31].[NH4+:32].[OH-:36].[OH-:38].[Pd+2:37]>>[C:1]([CH3:2])([CH3:3])([CH3:4])[O:5][C:6]([NH:7][CH2:8][CH2:9][c:10]1[cH:11][c:12]([CH2:16][CH:17]([CH3:18])[NH2:19])[cH:13][cH:14][cH:15]1)=[O:28]. The product is CC(N)Cc1cccc(CCNC(=O)OC(C)(C)C)c1. The reactants are COC1=CC=2CC[C@]3([C@@H]4CC[C@@H]([C@@]4(C)CC=C3C2C=C1)O)C (3-methoxy-8β-methyl-estra-1,3,5(10),9(11)-tetraen-17β-ol), C1CCOC1 (THF). Reagents/catalysts: [Pd] (palladium). The solvent is CO (methanol). The product is COC1=CC=2CC[C@]3([C@@H]4CC[C@@H]([C@@]4(C)CC[C@@H]3C2C=C1)O)C (3-methoxy-8β-methyl-estra-1,3,5(10)-trien-17β-ol). As a reaction SMILES: [CH3:1][O:2][C:3]1[CH:20]=[CH:19][C:18]2[C:17]3[C@:8]([CH3:22])([C@H:9]4[C@@:13]([CH2:15][CH:16]=3)([CH3:14])[C@@H:12]([OH:21])[CH2:11][CH2:10]4)[CH2:7][CH2:6][C:5]=2[CH:4]=1.C1COCC1>[Pd].CO>[CH3:1][O:2][C:3]1[CH:20]=[CH:19][C:18]2[C@@H:17]3[C@:8]([CH3:22])([C@H:9]4[C@@:13]([CH2:15][CH2:16]3)([CH3:14])[C@@H:12]([OH:21])[CH2:11][CH2:10]4)[CH2:7][CH2:6][C:5]=2[CH:4]=1. Reported procedure: 75 mg of 3-methoxy-8β-methyl-estra-1,3,5(10),9(11)-tetraen-17β-ol (7a) was dissolved in a solvent mixture that consists of 3.5 ml of THF and 1.5 ml of methanol and stirred with 75 mg of palladium (10%, on magnesium carbonate) for 3.75 hours at room temperature under hydrogen atmosphere. Then, the reaction solution was filtered on Celite, the filtrate was evaporated to the dry state in a rotary evaporator, and the thus obtained TLC-uniform, foamy product (74 mg, 98%) was used without further puri... The reactants are BrCc1ccccc1, CN1C(=O)C(C)(C)CNc2nc(Cl)ncc21, [H-], [Na+]. As a reaction SMILES: [CH2:17]([c:18]1[cH:19][cH:20][cH:21][cH:22][cH:23]1)[Br:24].[Cl:1][c:2]1[n:3][cH:4][c:5]2[c:6]([n:16]1)[NH:7][CH2:8][C:9]([CH3:14])([CH3:15])[C:10](=[O:13])[N:11]2[CH3:12].[H-:25].[Na+:26]>>[Cl:1][c:2]1[n:3][cH:4][c:5]2[c:6]([n:16]1)[N:7]([CH2:17][c:18]1[cH:19][cH:20][cH:21][cH:22][cH:23]1)[CH2:8][C:9]([CH3:14])([CH3:15])[C:10](=[O:13])[N:11]2[CH3:12]. The product is CN1C(=O)C(C)(C)CN(Cc2ccccc2)c2nc(Cl)ncc21.